From a dataset of the Open Reaction Database (ORD), a public repository of structured organic reaction records. describe an organic reaction: reactants, conditions, products, and yield Procedure: A stirred suspension of 4.5 g of 5-ethyl-4-methyl-6-methylthio-2-pyrimidinamine in 28 ml of ether was treated with 5.5 g of 3-bromo-1-phenylpropane-1,2-dione to obtain a yellow solution. After standing two days at room temperature, the crystallized pyrimidinium salt was filtered off, washed with ether and heated for one hour in refluxing ethanol. The solution was evaporated to dryness under reduced pressure and the residue was shaken with a mixture of chloroform and aqueous potassium carbonate. ... Solvent: CCOCC (ether). The reactants are C(C)C=1C(=NC(=NC1SC)N)C (5-ethyl-4-methyl-6-methylthio-2-pyrimidinamine), BrCC(C(=O)C1=CC=CC=C1)=O (3-bromo-1-phenylpropane-1,2-dione). RXN SMILES: [CH2:1]([C:3]1[C:4]([CH3:12])=[N:5][C:6]([NH2:11])=[N:7][C:8]=1[S:9][CH3:10])[CH3:2].Br[CH2:14][C:15](=O)[C:16]([C:18]1[CH:23]=[CH:22][CH:21]=[CH:20][CH:19]=1)=[O:17]>CCOCC>[CH2:1]([C:3]1[C:8]([S:9][CH3:10])=[N:7][C:6]2[N:5]([CH:14]=[C:15]([C:16]([C:18]3[CH:23]=[CH:22][CH:21]=[CH:20][CH:19]=3)=[O:17])[N:11]=2)[C:4]=1[CH3:12])[CH3:2]. The product is C(C)C=1C(=NC=2N(C1C)C=C(N2)C(=O)C2=CC=CC=C2)SC ([6-ethyl-5-methyl-7-(methylthio)imidazo[1,2-a]pyrimidin-2-yl]phenylmethanone). Conditions: time 2 day. The yield is 54.4%. Starting materials: Cl.N1C(=NC=C1)CC1=CC=C(C=CC(=O)O)C=C1 (4-(1-Imidazolylmethyl)cinnamic acid hydrochloride). Run in CC(=O)C (acetone). The product is O.Cl.N1C(=NC=C1)CC1=CC=C(C=CC(=O)O)C=C1 (4-(1-imidazolylmethyl)cinnamic acid hydrochloride monohydrate). As a reaction SMILES: [ClH:1].[NH:2]1[CH:6]=[CH:5][N:4]=[C:3]1[CH2:7][C:8]1[CH:18]=[CH:17][C:11]([CH:12]=[CH:13][C:14]([OH:16])=[O:15])=[CH:10][CH:9]=1>CC(C)=O>[OH2:15].[ClH:1].[NH:2]1[CH:6]=[CH:5][N:4]=[C:3]1[CH2:7][C:8]1[CH:18]=[CH:17][C:11]([CH:12]=[CH:13][C:14]([OH:16])=[O:15])=[CH:10][CH:9]=1 |f:0.1,3.4.5|. Procedure details: 4-(1-Imidazolylmethyl)cinnamic acid hydrochloride is dissolved by heating in an adequate amount of 50% (V/V%) aqueous acetone and filtrated and the filtrate is diluted with acetone in an amount sufficient to make an aqueous solution of acetone having water content of about 10-30% (V/V%), preferably about 17% (V/V%). The mixture is allowed to stand at room temperature for an adequate period of time. The precipitates are collected and dried under reduced pressure at room temperature to obtain 4-(1... Starting materials: BrBr, CC(=O)O, C1COCCO1, [Na+], [O-]Br, [OH-], O, CC(=O)C12CC3CC1CC(Cn1cncn1)(C3)C2. Product: O=C(O)C12CC3CC1CC(Cn1cncn1)(C3)C2. Reaction SMILES: [Br:3][Br:4].[C:25]([OH:26])(=[O:27])[CH3:28].[CH2:29]1[O:30][CH2:31][CH2:32][O:33][CH2:34]1.[Na+:2].[O-:5][Br:6].[OH-:1].[OH2:35].[n:7]1([CH2:12][C:13]23[CH2:14][C:15]4([C:22]([CH3:23])=[O:24])[CH2:16][CH:17]([CH2:18][CH:19]4[CH2:20]2)[CH2:21]3)[n:8][cH:9][n:10][cH:11]1>>[n:7]1([CH2:12][C:13]23[CH2:14][C:15]4([C:22]([OH:24])=[O:27])[CH2:16][CH:17]([CH2:18][CH:19]4[CH2:20]2)[CH2:21]3)[n:8][cH:9][n:10][cH:11]1. Starting materials: ClC1=CC=C(C=C1)OC (4-chloroanisole), C=1(C(=CC=CC1)C(=O)Cl)C (ortho-toluoyl chloride), [Cl-].[Al+3].[Cl-].[Cl-] (aluminum chloride), ClC=1C=CC(=C(C(=O)C2=C(C=CC=C2)C)C1)O (5-Chloro-2-hydroxy-2'-methylbenzophenone), C(CC(=O)OCC)(=O)OCC (diethyl malonate), N12CCCCCC2=NCCC1 (1,8-diazabicyclo[5.4.0]undec-7-ene). Solvent: ClC(C(Cl)Cl)Cl (1,1,2,2,-tetrachloroethane). Product: C(C)OC(=O)C=1C(OC2=C(C1C1=C(C=CC=C1)C)C=C(C=C2)Cl)=O (6-chloro-4-(2-methylphenyl)-2-oxo-2H-1-benzopyran-3-carboxylic acid ethyl ester). RXN SMILES: [Cl:1][C:2]1[CH:3]=[CH:4][C:5]([OH:17])=[C:6]([CH:16]=1)[C:7]([C:9]1[CH:14]=[CH:13][CH:12]=[CH:11][C:10]=1[CH3:15])=O.ClC1C=CC(OC)=CC=1.C1(C)C(C(Cl)=O)=CC=CC=1.[Cl-].[Al+3].[Cl-].[Cl-].[C:41](OCC)(=[O:48])[CH2:42][C:43]([O:45][CH2:46][CH3:47])=[O:44].N12CCCN=C1CCCCC2>ClC(Cl)C(Cl)Cl>[CH2:46]([O:45][C:43]([C:42]1[C:41](=[O:48])[O:17][C:5]2[CH:4]=[CH:3][C:2]([Cl:1])=[CH:16][C:6]=2[C:7]=1[C:9]1[CH:14]=[CH:13][CH:12]=[CH:11][C:10]=1[CH3:15])=[O:44])[CH3:47] |f:3.4.5.6|. Procedure: A mixture of 5-Chloro-2-hydroxy-2'-methylbenzophenone [prepared by reaction of 4-chloroanisole with ortho-toluoyl chloride in 1,1,2,2,-tetrachloroethane in the presence of aluminum chloride (150° C., 7 hours): melting point 65°-66° C.](71.9g), diethyl malonate (70 ml) and 1,8-diazabicyclo[5.4.0]undec-7-ene (4 ml) was stirred at 170° C. for 6 hours. The reaction mixture was purified by silica gel column chromatography (hexane) to yield 6-chloro-4-(2-methylphenyl)-2-oxo-2H-1-benzopyran-3-carboxyli... Starting materials: [O-]CC.[Na+] (sodium ethoxide), ClC1=C(C(=O)O)C=CC=N1 (2-chloronicotinic acid). The solvent is C(C)O (ethanol). Conditions: temperature 170 celsius. The product is C(C)OC1=C(C(=O)O)C=CC=N1 (2-Ethoxynicotinic Acid). RXN SMILES: [O-:1][CH2:2][CH3:3].[Na+].Cl[C:6]1[N:14]=[CH:13][CH:12]=[CH:11][C:7]=1[C:8]([OH:10])=[O:9]>C(O)C>[CH2:2]([O:1][C:6]1[N:14]=[CH:13][CH:12]=[CH:11][C:7]=1[C:8]([OH:10])=[O:9])[CH3:3] |f:0.1|. Reported procedure: A solution of sodium ethoxide (14.2 mL) was added to a solution of 2-chloronicotinic acid (2.00 g) in ethanol (13 mL). The mixture was heated in a sealed vessel at 170° C. for 2 days. After cooling, the mixture was concentrated in vacuo and the residue taken in water and acidified with hydrochloric acid to pH 3. The precipitated solids were collected by filtration and washed with water to obtain the title compound (1.32 g) having the following physical data. Starting materials: CC(=O)Nc1cc(S(=O)c2ccccc2)ccc1N, COC(=O)N=C=S, CC(C)=O. The product is COC(=O)NC(=S)Nc1ccc(S(=O)c2ccccc2)cc1NC(C)=O. Reaction SMILES: [C:1]([CH3:2])(=[O:3])[NH:4][c:5]1[c:6]([NH2:19])[cH:7][cH:8][c:9]([S:11](=[O:12])[c:13]2[cH:14][cH:15][cH:16][cH:17][cH:18]2)[cH:10]1.[CH3:20][O:21][C:22](=[O:23])[N:24]=[C:25]=[S:26].[CH3:27][C:28](=[O:29])[CH3:30]>>[C:1]([CH3:2])(=[O:3])[NH:4][c:5]1[c:6]([NH:19][C:25]([NH:24][C:22]([O:21][CH3:20])=[O:23])=[S:26])[cH:7][cH:8][c:9]([S:11](=[O:12])[c:13]2[cH:14][cH:15][cH:16][cH:17][cH:18]2)[cH:10]1.